Dataset: the Open Reaction Database (ORD), a public repository of structured organic reaction records. Task: describe an organic reaction: reactants, conditions, products, and yield The reactants are CCc1ncnc(NC2CCC(C(C)(C)C)CC2)c1I, C=C, CC(=O)[O-], CO, [K+], [Pd]. Product: C=Cc1c(CC)ncnc1NC1CCC(C(C)(C)C)CC1. RXN SMILES: [C:1]([CH3:2])([CH3:3])([CH3:4])[CH:5]1[CH2:6][CH2:7][CH:8]([NH:11][c:12]2[n:13][cH:14][n:15][c:16]([CH2:19][CH3:20])[c:17]2[I:18])[CH2:9][CH2:10]1.[CH2:21]=[CH2:22].[CH3:24][C:25](=[O:26])[O-:27].[CH3:28][OH:29].[K+:23].[Pd:30]>>[C:1]([CH3:2])([CH3:3])([CH3:4])[CH:5]1[CH2:6][CH2:7][CH:8]([NH:11][c:12]2[n:13][cH:14][n:15][c:16]([CH2:19][CH3:20])[c:17]2[CH:24]=[CH2:25])[CH2:9][CH2:10]1. The reactants are N1(C=NC=C1)CCCCCCCCCCCCN (12-(1H-imidazol-1-yl)dodecanamine), N1=C(C2=C3C(C=CC=C13)=CC=C2)S (benz[cd]indole-2-thiol), mercuric acetate. The solvent is C(C)O (ethanol). Yields the product N1(C=NC=C1)CCCCCCCCCCCCNC1=NC2=CC=CC=3C2=C1C=CC3 (N-[12-(1H-Imidazol-1-yl)dodecyl]benz[cd]indol-2-amine). Reaction SMILES: [N:1]1([CH2:6][CH2:7][CH2:8][CH2:9][CH2:10][CH2:11][CH2:12][CH2:13][CH2:14][CH2:15][CH2:16][CH2:17][NH2:18])[CH:5]=[CH:4][N:3]=[CH:2]1.[N:19]1[C:27]2[C:22]3[C:23](=[CH:28][CH:29]=[CH:30][C:21]=3[C:20]=1S)[CH:24]=[CH:25][CH:26]=2>C(O)C>[N:1]1([CH2:6][CH2:7][CH2:8][CH2:9][CH2:10][CH2:11][CH2:12][CH2:13][CH2:14][CH2:15][CH2:16][CH2:17][NH:18][C:20]2[C:21]3[CH:30]=[CH:29][CH:28]=[C:23]4[C:22]=3[C:27](=[CH:26][CH:25]=[CH:24]4)[N:19]=2)[CH:5]=[CH:4][N:3]=[CH:2]1. Procedure details: A mixture of 2.5 g of 12-(1H-imidazol-1-yl)dodecanamine, 1.9 g of benz[cd]indole-2-thiol, 3.4 g of mercuric acetate and 400 ml of ethanol was reacted as described in Example 1. The crude product was purified by dissolving it in chloroform and chromatographing it on a silica gel column, eluting with 10% methanol in chloroform giving 490 mg of the desired product, mp 95°-97° C. Solvent: Cl (hydrochloric acid). As a reaction SMILES: C[C@@H]1O[C@@H](O[C@H]2[C@H]([O:15][C:16]3[CH:17]=[C:18]([OH:34])[C:19]4[C:25](=[O:26])[CH2:24][C@@H:23]([C:27]5[CH:28]=[CH:29][C:30]([OH:33])=[CH:31][CH:32]=5)[O:22][C:20]=4[CH:21]=3)O[C@H](CO)[C@@H](O)[C@@H]2O)[C@H](O)[C@H](O)[C@H]1O>Cl>[CH:32]1[C:27]([C@H:23]2[O:22][C:20]3[CH:21]=[C:16]([OH:15])[CH:17]=[C:18]([OH:34])[C:19]=3[C:25](=[O:26])[CH2:24]2)=[CH:28][CH:29]=[C:30]([OH:33])[CH:31]=1. Run at time 3 hour. Reactants: C[C@H]1[C@@H]([C@H]([C@H]([C@@H](O1)O[C@@H]2[C@H]([C@@H]([C@H](O[C@H]2OC=3C=C(C4=C(C3)O[C@@H](CC4=O)C=5C=CC(=CC5)O)O)CO)O)O)O)O)O (naringin), C[C@H]1[C@@H]([C@H]([C@H]([C@@H](O1)O[C@@H]2[C@H]([C@@H]([C@H](O[C@H]2OC=3C=C(C4=C(C3)O[C@@H](CC4=O)C=5C=CC(=CC5)O)O)CO)O)O)O)O)O (naringin). Product: C1=CC(=CC=C1[C@@H]2CC(=O)C=3C(=CC(=CC3O2)O)O)O (naringenin). Reported procedure: 616.5 grams naringin were added to a round bottomed flask, followed by the addition of about one liter of 0.5 N hydrochloric acid. Upon stirring and refluxing, the naringin dissolves to form a yellow to red-brown solution. While a brown gummy or oily material initially forms, it eventually disappears. As the reaction proceeds, a yellow solid precipitates. The reaction time is approximately 2 to 4 hours. The solution is cooled, and the yellow solid filtered and washed with copious amounts of wate...